Task: describe an organic reaction: reactants, conditions, products, and yield. Dataset: the Open Reaction Database (ORD), a public repository of structured organic reaction records The reactants are BrC1=CC=C(C=C1)C(C)(O)C1=CC=C(C=C1)O ((RS)-4-[1-(4-bromo-phenyl)-1-hydroxy-ethyl]-phenol), C1(=CC=C(C=C1)S(=O)(=O)O)C (p-toluenesulphonic acid). Run in C(C)O (ethanol). The product is BrC1=CC=C(C=C1)C(=C)C1=CC=C(C=C1)O (4-[1-(4-bromo-phenyl)-vinyl]-phenol). The yield is 66.2%. As a reaction SMILES: [Br:1][C:2]1[CH:7]=[CH:6][C:5]([C:8]([C:11]2[CH:16]=[CH:15][C:14]([OH:17])=[CH:13][CH:12]=2)(O)[CH3:9])=[CH:4][CH:3]=1.C1(C)C=CC(S(O)(=O)=O)=CC=1>C(O)C>[Br:1][C:2]1[CH:3]=[CH:4][C:5]([C:8]([C:11]2[CH:12]=[CH:13][C:14]([OH:17])=[CH:15][CH:16]=2)=[CH2:9])=[CH:6][CH:7]=1. Procedure: Ef) 6.6 g of (RS)-4-[1-(4-bromo-phenyl)-1-hydroxy-ethyl]-phenol (Ex. Ea) are dissolved in 50 ml of ethanol, boiled under reflux with 0.34 g of p-toluenesulphonic acid and then evaporated at 30° C. The residue is treated with 150 ml of saturated sodium carbonate solution and extracted with ethyl acetate. The organic phases are washed with saturated sodium chloride solution, dried and evaporated. Purification on silica gel with ethyl acetate-hexane (20:80) as the eluent gives 4.1 g of 4-[1-(4-brom... Solvent: C(Cl)Cl (DCM). The product is BrC1=C(C=CC(=C1)C1CC=CC1)OC (2-bromo-4-(cyclopent-3-en-1-yl)-1-methoxybenzene). Starting materials: BrC1=C(C=CC(=C1)C(CC=C)CC=C)OC (2-bromo-4-(hepta-1,6-dien-4-yl)-1-methoxybenzene). The yield is 105.6%. Procedure details: To a solution of 2-bromo-4-(hepta-1,6-dien-4-yl)-1-methoxybenzene (2.0 g, 7.11 mmol) in DCM (36 mL) was added Zhan catalyst (47 mg). The mixture was flushed with N2 and refluxed at 45° C. overnight. The reaction mixture was concentrated and the residue was purified by silica gel chromatography, eluting with 10% of EtOAc/isohexane to give 2-bromo-4-(cyclopent-3-en-1-yl)-1-methoxybenzene (1.9 g) as a colorless oil. 1H NMR (500 MHz, CDCl3:) δ 7.46 (s, 1H), 7.18 (d, 1H), 6.83 (d, 1H), 5.80 (s, 2H), ... Run at temperature 45 celsius. RXN SMILES: [Br:1][C:2]1[CH:7]=[C:6]([CH:8]([CH2:12][CH:13]=[CH2:14])[CH2:9]C=C)[CH:5]=[CH:4][C:3]=1[O:15][CH3:16]>C(Cl)Cl>[Br:1][C:2]1[CH:7]=[C:6]([CH:8]2[CH2:9][CH:14]=[CH:13][CH2:12]2)[CH:5]=[CH:4][C:3]=1[O:15][CH3:16]. Reagents/catalysts: catalyst. Starting materials: ClC1=C(C(=CC=C1)F)CCNC1=CC(=NC(=N1)OC)C=1C=C(C(=O)O)C=CC1 (3-{6-[2-(2-chloro-6-fluoro-phenyl)-ethylamino]-2-methoxy-pyrimidin-4-yl}-benzoic acid), Cl (hydrogen chloride). The solvent is C(Cl)Cl (DCM), CO (MeOH), CCOC(=O)C (EtOAc). Product: Cl.ClC1=C(C(=CC=C1)F)CCNC1=CC(=NC(=N1)OC)C=1C=C(C(=O)O)C=CC1 (3-{6-[2-(2-chloro-6-fluoro-phenyl)-ethylamino]-2-methoxy-pyrimidin-4-yl}-benzoic acid hydrochloride). The yield is 152.2%. As a reaction SMILES: [Cl:1][C:2]1[CH:7]=[CH:6][CH:5]=[C:4]([F:8])[C:3]=1[CH2:9][CH2:10][NH:11][C:12]1[N:17]=[C:16]([O:18][CH3:19])[N:15]=[C:14]([C:20]2[CH:21]=[C:22]([CH:26]=[CH:27][CH:28]=2)[C:23]([OH:25])=[O:24])[CH:13]=1.Cl>C(Cl)Cl.CO.CCOC(C)=O>[ClH:1].[Cl:1][C:2]1[CH:7]=[CH:6][CH:5]=[C:4]([F:8])[C:3]=1[CH2:9][CH2:10][NH:11][C:12]1[N:17]=[C:16]([O:18][CH3:19])[N:15]=[C:14]([C:20]2[CH:21]=[C:22]([CH:26]=[CH:27][CH:28]=2)[C:23]([OH:25])=[O:24])[CH:13]=1 |f:5.6|. Procedure details: A solution of 3-{6-[2-(2-chloro-6-fluoro-phenyl)-ethylamino]-2-methoxy-pyrimidin-4-yl}-benzoic acid [0.1 g, Example 20(b)] in DCM and MeOH is treated with a saturated solution of hydrogen chloride in EtOAc (2 mL) and the mixture is concentrated, dissolved in acetonitrile and water, and lyophilized to afford 3-{6-[2-(2-chloro-6-fluoro-phenyl)-ethylamino]-2-methoxy-pyrimidin-4-yl}-benzoic acid hydrochloride [83 mg, Example 15(c)] as a solid. LCMS: RT=2.85 minutes, MS: 402 (M+H). Starting materials: CC(C)O (IPA), C(C)(=O)Cl (acetyl chloride), NC1=NC(=NC(=C1CCC1CCN(CC1)C([C@H](C)NC(OC(C)(C)C)=O)=O)Cl)C (tert-butyl N-[(1S)-2-[4-[2-(4-amino-6-chloro-2-methyl-pyrimidin-5-yl)ethyl]-1-piperidyl]-1-methyl-2-oxo-ethyl]carbamate). Run in C(C)OCC (diethyl ether). The product is Cl.Cl.N[C@H](C(=O)N1CCC(CC1)CCC=1C(=NC(=NC1Cl)C)N)C ((2S)-2-Amino-1-[4-[2-(4-amino-6-chloro-2-methyl-pyrimidin-5-yl)ethyl]-1-piperidyl]propan-1-one, dihydrochloride salt). Yield: 203.7%. RXN SMILES: CC(O)C.C([Cl:8])(=O)C.[NH2:9][C:10]1[C:15]([CH2:16][CH2:17][CH:18]2[CH2:23][CH2:22][N:21]([C:24](=[O:35])[C@@H:25]([NH:27]C(=O)OC(C)(C)C)[CH3:26])[CH2:20][CH2:19]2)=[C:14]([Cl:36])[N:13]=[C:12]([CH3:37])[N:11]=1>C(OCC)C>[ClH:8].[ClH:36].[NH2:27][C@@H:25]([CH3:26])[C:24]([N:21]1[CH2:22][CH2:23][CH:18]([CH2:17][CH2:16][C:15]2[C:10]([NH2:9])=[N:11][C:12]([CH3:37])=[N:13][C:14]=2[Cl:36])[CH2:19][CH2:20]1)=[O:35] |f:4.5.6|. Reported procedure: Heat IPA (154 mL) to 50° C. and add acetyl chloride (19.3 mL, 271 mmol) slowly due to an exothermic reaction. Stir the reaction at 50° C. for 10 min and then add tert-butyl N-[(1S)-2-[4-[2-(4-amino-6-chloro-2-methyl-pyrimidin-5-yl)ethyl]-1-piperidyl]-1-methyl-2-oxo-ethyl]carbamate (21.0 g, 45.3 mmol). Stir the reaction for 2 h monitoring via LCMS (low pH). Cool the reaction to RT and add diethyl ether (386 mL). Stir the slurry for 15 min. Filter the solids, washing with diethyl ether (2×50 mL) i... Reported procedure: This reaction was performed with reference to the literature (Mitsunobu, O., Synthesis, 1981, 1-28.). 5-Mercapto-1-phenyltetrazole (16.30 g, 91.20 mmol), triphenylphosphine (27.30 g, 104 mmol) and diisopropyl azodicarboxylate (95%, 21.10 g, 104 mmol) were added to a THF (410 ml) solution of ethyl-(2E)-5-hydroxy-3-methylpent-2-enoate (13.80 g, 86.90 mmol) while ice cooling. The reaction solution was warmed to room temperature and stirred for four hours. After the reaction solution was diluted wit... The solvent is C(C)(=O)OCC (ethyl acetate), C1CCOC1 (THF). Reaction conditions: time 4 hour. Yields the product C(C)OC(\C=C(\CCSC1=NN=NN1C1=CC=CC=C1)/C)=O (ethyl-(2E)-3-methyl-5-[(1-phenyl-1-H-tetrazol-5-yl)thio]pent-2-enoate). Isolated yield 98.2%. The reactants are SC1=NN=NN1C1=CC=CC=C1 (5-Mercapto-1-phenyltetrazole), C1(=CC=CC=C1)P(C1=CC=CC=C1)C1=CC=CC=C1 (triphenylphosphine), N(=NC(=O)OC(C)C)C(=O)OC(C)C (diisopropyl azodicarboxylate), C(C)OC(\C=C(\CCO)/C)=O (ethyl-(2E)-5-hydroxy-3-methylpent-2-enoate). RXN SMILES: [SH:1][C:2]1[N:6]([C:7]2[CH:12]=[CH:11][CH:10]=[CH:9][CH:8]=2)[N:5]=[N:4][N:3]=1.C1(P(C2C=CC=CC=2)C2C=CC=CC=2)C=CC=CC=1.N(C(OC(C)C)=O)=NC(OC(C)C)=O.[CH2:46]([O:48][C:49](=[O:56])/[CH:50]=[C:51](\[CH3:55])/[CH2:52][CH2:53]O)[CH3:47]>C(OCC)(=O)C.C1COCC1>[CH2:46]([O:48][C:49](=[O:56])/[CH:50]=[C:51](\[CH3:55])/[CH2:52][CH2:53][S:1][C:2]1[N:6]([C:7]2[CH:12]=[CH:11][CH:10]=[CH:9][CH:8]=2)[N:5]=[N:4][N:3]=1)[CH3:47]. The reactants are C(=O)([O-])[O-].[K+].[K+] (potash), C(C1=CC=CC=C1)(=O)C=1C=C2CC(CC2=CC1)C(=O)OC (methyl 5-benzoyl-indane-2-carboxylate). Solvent: O (water), CO (methanol). Yields the product C(C1=CC=CC=C1)(=O)C=1C=C2CC(CC2=CC1)C(=O)O (5-benzoyl-indan-2-carboxylic acid). Reaction SMILES: C([O-])([O-])=O.[K+].[K+].[C:7]([C:15]1[CH:16]=[C:17]2[C:21](=[CH:22][CH:23]=1)[CH2:20][CH:19]([C:24]([O:26]C)=[O:25])[CH2:18]2)(=[O:14])[C:8]1[CH:13]=[CH:12][CH:11]=[CH:10][CH:9]=1>O.CO>[C:7]([C:15]1[CH:16]=[C:17]2[C:21](=[CH:22][CH:23]=1)[CH2:20][CH:19]([C:24]([OH:26])=[O:25])[CH2:18]2)(=[O:14])[C:8]1[CH:9]=[CH:10][CH:11]=[CH:12][CH:13]=1 |f:0.1.2|. Procedure: To a 100 cm3 reaction vessel equipped with a stirrer and a cooler are successively added: 2.2 g (0.026 mole+50%) of potash dissolved in 40 cm3 of water and 7.3 g (0.026 mole) of methyl 5-benzoyl-indane-2-carboxylate dissolved in 40 cm3 of methanol. The mixture is heated at reflux temperature for 1 hour, the methanol evaporated and the mixture diluted with water; the alkaline mixture is then washed with ether and then acidified by the addition of hydrochloric acid. A precipitate forms which is fi... As a reaction SMILES: [C:42]([n:43]1[cH:44][cH:45][n:46][cH:47]1)([n:48]1[cH:49][cH:50][n:51][cH:52]1)=[O:53].[CH2:54]1[CH2:55][O:56][CH2:57][CH2:58][NH:59]1.[CH3:60][CH2:61][O:62][C:63](=[O:64])[CH3:65].[Cl:1][c:2]1[cH:3][c:4](-[c:33]2[cH:34][cH:35][c:36]([C:39](=[O:40])[OH:41])[cH:37][cH:38]2)[cH:5][c:6]([Cl:32])[c:7]1[CH2:8][CH:9]1[C:10](=[O:31])[N:11]([N:14]2[CH2:15][CH2:16][CH:17]([O:20][Si:21]([CH:22]([CH3:23])[CH3:24])([CH:25]([CH3:26])[CH3:27])[CH:28]([CH3:29])[CH3:30])[CH2:18][CH2:19]2)[CH2:12][CH2:13]1.[Cl:66][CH2:67][Cl:68]>>[Cl:1][c:2]1[cH:3][c:4](-[c:33]2[cH:34][cH:35][c:36]([C:39](=[O:41])[N:59]3[CH2:54][CH2:55][O:56][CH2:57][CH2:58]3)[cH:37][cH:38]2)[cH:5][c:6]([Cl:32])[c:7]1[CH2:8][CH:9]1[C:10](=[O:31])[N:11]([N:14]2[CH2:15][CH2:16][CH:17]([O:20][Si:21]([CH:22]([CH3:23])[CH3:24])([CH:25]([CH3:26])[CH3:27])[CH:28]([CH3:29])[CH3:30])[CH2:18][CH2:19]2)[CH2:12][CH2:13]1. Reactants: O=C(n1ccnc1)n1ccnc1, C1COCCN1, CCOC(C)=O, CC(C)[Si](OC1CCN(N2CCC(Cc3c(Cl)cc(-c4ccc(C(=O)O)cc4)cc3Cl)C2=O)CC1)(C(C)C)C(C)C, ClCCl. Yields the product CC(C)[Si](OC1CCN(N2CCC(Cc3c(Cl)cc(-c4ccc(C(=O)N5CCOCC5)cc4)cc3Cl)C2=O)CC1)(C(C)C)C(C)C.